Task: describe an organic reaction: reactants, conditions, products, and yield. Dataset: the Open Reaction Database (ORD), a public repository of structured organic reaction records Starting materials: [Al+3], C1CCOC1, CC1(C)CC(Nc2nccc(-c3ccc(CCCC#N)cc3)n2)CC(C)(C)N1, [H-], [H-], [H-], [H-], [Li+]. Product: CC1(C)CC(Nc2nccc(-c3ccc(CCCCN)cc3)n2)CC(C)(C)N1. RXN SMILES: [Al+3:30].[CH2:35]1[O:36][CH2:37][CH2:38][CH2:39]1.[CH3:1][C:2]1([CH3:28])[NH:3][C:4]([CH3:26])([CH3:27])[CH2:5][CH:6]([NH:8][c:9]2[n:10][cH:11][cH:12][c:13](-[c:15]3[cH:16][cH:17][c:18]([CH2:21][CH2:22][CH2:23][C:24]#[N:25])[cH:19][cH:20]3)[n:14]2)[CH2:7]1.[H-:29].[H-:32].[H-:33].[H-:34].[Li+:31]>>[CH3:1][C:2]1([CH3:28])[NH:3][C:4]([CH3:26])([CH3:27])[CH2:5][CH:6]([NH:8][c:9]2[n:10][cH:11][cH:12][c:13](-[c:15]3[cH:16][cH:17][c:18]([CH2:21][CH2:22][CH2:23][CH2:24][NH2:25])[cH:19][cH:20]3)[n:14]2)[CH2:7]1. The reactants are C(C)(=O)OCC1=CC=CC=C1 (benzyl acetate), C(C)(C)NC(C)C (diisopropylamine), [Li]CCCC (n-BuLi), C(C1=CC=CC=C1)OC(NC1=CC=C(C=C1)CCC(C(C)C)=O)=O ([4-(4-methyl-3-oxo-pentyl)-phenyl]-carbamic acid benzyl ester). Run in C(C)(=O)O (Acetic acid), C1CCOC1 (THF), O (H2O), CCOC(=O)C (EtOAc), C1CCOC1 (THF). Conditions: time 30 minute. Product: C(C1=CC=CC=C1)OC(CC(C(C)C)(O)CCC1=CC=C(C=C1)NC(=O)OCC1=CC=CC=C1)=O (3-[2-(4-Benzyloxycarbonylamino-phenyl)-ethyl]-3-hydroxy-4-methyl-pentanoic acid benzyl ester). Reaction SMILES: C(NC(C)C)(C)C.[Li]CCCC.[C:13]([O:16][CH2:17][C:18]1[CH:23]=[CH:22][CH:21]=[CH:20][CH:19]=1)(=[O:15])[CH3:14].[CH2:24]([O:31][C:32](=[O:47])[NH:33][C:34]1[CH:39]=[CH:38][C:37]([CH2:40][CH2:41][C:42](=[O:46])[CH:43]([CH3:45])[CH3:44])=[CH:36][CH:35]=1)[C:25]1[CH:30]=[CH:29][CH:28]=[CH:27][CH:26]=1>C1COCC1.O.CCOC(C)=O.C(O)(=O)C>[CH2:17]([O:16][C:13](=[O:15])[CH2:14][C:42]([CH2:41][CH2:40][C:37]1[CH:38]=[CH:39][C:34]([NH:33][C:32]([O:31][CH2:24][C:25]2[CH:30]=[CH:29][CH:28]=[CH:27][CH:26]=2)=[O:47])=[CH:35][CH:36]=1)([OH:46])[CH:43]([CH3:44])[CH3:45])[C:18]1[CH:23]=[CH:22][CH:21]=[CH:20][CH:19]=1. Reported procedure: A solution of 21.9 mL (156 mmol) of diisopropylamine in dry THF (100 mL) was cooled to -40° C. under nitrogen, treated dropwise with 125 mL of 1.2M n-BuLi (150 mmol), and stirred for 30 minutes. To this solution was added a solution of 22.5 g (150 mmol) of benzyl acetate in dry THF (70 mL). The mixture was stirred at -40° C. for 45 minutes and then treated with a solution of 16.2 g (50 mmol) of [4-(4-methyl-3-oxo-pentyl)-phenyl]-carbamic acid benzyl ester (prepared in Example HHHHH) at a rapid, ... Starting materials: ClC1=CC2=C(OC3=C(C(C2)N2CCNCC2)C=C(C=C3)F)C=C1 (1-[2-chloro-8-fluoro-10,11-dihydro-dibenz[b,f]oxepin-10-yl]-piperazine), ClCCN1C(OCC1)=O (3-(2-chloro-ethyl)-2-oxazolidinone). Yields the product ClC1=CC2=C(OC3=C(C(C2)N2CCN(CC2)CCN2C(OCC2)=O)C=C(C=C3)F)C=C1 (3-[2-{4-[2-chloro-8-fluoro-10,11-dihydro-dibenz[b,f]oxepin-10-yl]-1-piperazinyl}-ethyl]-2-oxazolidinone). As a reaction SMILES: [Cl:1][C:2]1[CH:23]=[CH:22][C:5]2[O:6][C:7]3[CH:20]=[CH:19][C:18]([F:21])=[CH:17][C:8]=3[CH:9]([N:11]3[CH2:16][CH2:15][NH:14][CH2:13][CH2:12]3)[CH2:10][C:4]=2[CH:3]=1.Cl[CH2:25][CH2:26][N:27]1[CH2:31][CH2:30][O:29][C:28]1=[O:32]>>[Cl:1][C:2]1[CH:23]=[CH:22][C:5]2[O:6][C:7]3[CH:20]=[CH:19][C:18]([F:21])=[CH:17][C:8]=3[CH:9]([N:11]3[CH2:16][CH2:15][N:14]([CH2:25][CH2:26][N:27]4[CH2:31][CH2:30][O:29][C:28]4=[O:32])[CH2:13][CH2:12]3)[CH2:10][C:4]=2[CH:3]=1. Procedure: 1-[2-chloro-8-fluoro-10,11-dihydro-dibenz[b,f]oxepin-10-yl]-piperazine is reacted with 3-(2-chloro-ethyl)-2-oxazolidinone in the manner described in Example 1, and there is obtained 3-[2-{4-[2-chloro-8-fluoro-10,11-dihydro-dibenz[b,f]oxepin-10-yl]-1-piperazinyl}-ethyl]-2-oxazolidinone as an oil. The maleate, prepared in acetone, melts at 180°-182° C. Starting materials: FC1=C(OC2=CC=C(C(=O)OCC)C=C2)C=CC(=C1)F (ethyl 4-(2,4-difluorophenoxy)benzoate), [N+](=O)(O)[O-] (nitric acid), ice water. Yield: 63.0%. As a reaction SMILES: [F:1][C:2]1[CH:19]=[C:18]([F:20])[CH:17]=[CH:16][C:3]=1[O:4][C:5]1[CH:15]=[CH:14][C:8]([C:9]([O:11][CH2:12][CH3:13])=[O:10])=[CH:7][CH:6]=1.[N+:21]([O-])([OH:23])=[O:22]>S(=O)(=O)(O)O>[F:1][C:2]1[CH:19]=[C:18]([F:20])[C:17]([N+:21]([O-:23])=[O:22])=[CH:16][C:3]=1[O:4][C:5]1[CH:15]=[CH:14][C:8]([C:9]([O:11][CH2:12][CH3:13])=[O:10])=[CH:7][CH:6]=1. Product: FC1=C(OC2=CC=C(C(=O)OCC)C=C2)C=C(C(=C1)F)[N+](=O)[O-] (ethyl 4-(2,4-difluoro-5-nitrophenoxy)benzoate). Run in S(O)(O)(=O)=O (sulfuric acid). Procedure details: In 16.ml of concentrated sulfuric acid, 3.29 g (11.8 mmol) of ethyl 4-(2,4-difluorophenoxy)benzoate was dissolved at the temperature not higher than 5° C. To the resulting mixture, 520 pl of fuming nitric acid was added at -5° C. or lower under stirring, followed by stirring for 30 minutes at the same temperature. The reaction mixture was poured into ice water and the insoluble matter so precipitated was collected by filtration. The resulting compound was dissolved in chloroform. The resulting s... Starting materials: CCCC[Sn](Cl)(CCCC)CCCC, C1CCOC1, [Li]CCCC, c1cocn1. Product: CCCC[Sn](CCCC)(CCCC)c1ncco1. As a reaction SMILES: [CH2:11]([CH2:12][CH2:13][CH3:14])[Sn:15]([CH2:16][CH2:17][CH2:18][CH3:19])([CH2:20][CH2:21][CH2:22][CH3:23])[Cl:24].[CH2:25]1[O:26][CH2:27][CH2:28][CH2:29]1.[CH2:6]([Li:7])[CH2:8][CH2:9][CH3:10].[o:1]1[cH:2][n:3][cH:4][cH:5]1>>[o:1]1[c:2]([Sn:15]([CH2:11][CH2:12][CH2:13][CH3:14])([CH2:16][CH2:17][CH2:18][CH3:19])[CH2:20][CH2:21][CH2:22][CH3:23])[n:3][cH:4][cH:5]1. Reactants: N#CCC(=O)O, CCCCN(CCCC)c1ccc2c(c1)C(CCCC)(CCCC)c1cc(-c3ccc(C=O)s3)ccc1-2, C1CCNCC1, CC#N. The product is CCCCN(CCCC)c1ccc2c(c1)C(CCCC)(CCCC)c1cc(-c3ccc(C=C(C#N)C(=O)O)s3)ccc1-2. RXN SMILES: [C:38](#[N:39])[CH2:40][C:41](=[O:42])[OH:43].[CH2:1]([CH2:2][CH2:3][CH3:4])[C:5]1([CH2:34][CH2:35][CH2:36][CH3:37])[c:6]2[cH:7][c:8]([N:25]([CH2:26][CH2:27][CH2:28][CH3:29])[CH2:30][CH2:31][CH2:32][CH3:33])[cH:9][cH:10][c:11]2-[c:12]2[cH:13][cH:14][c:15](-[c:18]3[cH:19][cH:20][c:21]([CH:23]=[O:24])[s:22]3)[cH:16][c:17]21.[CH2:47]1[CH2:48][CH2:49][NH:50][CH2:51][CH2:52]1.[CH3:44][C:45]#[N:46]>>[CH2:1]([CH2:2][CH2:3][CH3:4])[C:5]1([CH2:34][CH2:35][CH2:36][CH3:37])[c:6]2[cH:7][c:8]([N:25]([CH2:26][CH2:27][CH2:28][CH3:29])[CH2:30][CH2:31][CH2:32][CH3:33])[cH:9][cH:10][c:11]2-[c:12]2[cH:13][cH:14][c:15](-[c:18]3[cH:19][cH:20][c:21]([CH:23]=[C:40]([C:38]#[N:39])[C:41](=[O:42])[OH:43])[s:22]3)[cH:16][c:17]21.